From a dataset of the Open Reaction Database (ORD), a public repository of structured organic reaction records. describe an organic reaction: reactants, conditions, products, and yield The reactants are CS(=O)(=O)c1ccc(F)c(Cl)c1, O=C(O)Cc1cc(O)cc(C(F)(F)F)c1. Yields the product CS(=O)(=O)c1ccc(Oc2cc(CC(=O)O)cc(C(F)(F)F)c2)c(Cl)c1. RXN SMILES: [CH3:16][S:17](=[O:18])(=[O:19])[c:20]1[cH:21][c:22]([Cl:27])[c:23]([F:26])[cH:24][cH:25]1.[OH:1][c:2]1[cH:3][c:4]([CH2:12][C:13](=[O:14])[OH:15])[cH:5][c:6]([C:8]([F:9])([F:10])[F:11])[cH:7]1>>[O:1]([c:2]1[cH:3][c:4]([CH2:12][C:13](=[O:14])[OH:15])[cH:5][c:6]([C:8]([F:9])([F:10])[F:11])[cH:7]1)[c:23]1[c:22]([Cl:27])[cH:21][c:20]([S:17]([CH3:16])(=[O:18])=[O:19])[cH:25][cH:24]1. The product is C(C)C1C(CCC(C(OC(C2CCCCN2C(C(C2(C(CC(C(C(CC(CC(=C1)C)C)OC)O2)OC)C)O)=O)=O)=O)C(=CC2CC(C(CC2)NC=O)OC2=CC=CC=C2)C)C)=O (17-Ethyl-1-hydroxy-12-[2-(4"-formamido-3"-phenoxycyclohexyl)-1'-methylvinyl]-23,25-dimethoxy-13,19,21,27-tetramethyl-11,28-dioxa-4-azatricyclo[22.3.1.04,9 ]octacos-18-ene-2,3,10,16-tetraone). Starting materials: C(C)C1C(CCC(C(OC(C2CCCCN2C(C(C2(C(CC(C(C(CC(CC(=C1)C)C)OC)O2)OC)C)O)=O)=O)=O)C(=CC2CC(C(CC2)N)OC2=CC=CC=C2)C)C)=O (17-ethyl-1-hydroxy-12-[2'-(4"-amino-3"-phenoxycyclohexyl)-1'-methylvinyl]-23,25-dimethoxy-13,19,21,27-tetramethyl-11,28-dioxa-4-azatricyclo[22.3.1.04,9 ]octacos-18-ene-2,3,10,16-tetraone), C(=O)OC (methyl formate). Reaction SMILES: [CH2:1]([CH:3]1[CH:29]=[C:28]([CH3:30])[CH2:27][CH:26]([CH3:31])[CH2:25][CH:24]([O:32][CH3:33])[CH:23]2[O:34][C:19]([OH:38])([CH:20]([CH3:37])[CH2:21][CH:22]2[O:35][CH3:36])[C:18](=[O:39])[C:17](=[O:40])[N:16]2[CH:11]([CH2:12][CH2:13][CH2:14][CH2:15]2)[C:10](=[O:41])[O:9][CH:8]([C:42]([CH3:58])=[CH:43][CH:44]2[CH2:49][CH2:48][CH:47]([NH2:50])[CH:46]([O:51][C:52]3[CH:57]=[CH:56][CH:55]=[CH:54][CH:53]=3)[CH2:45]2)[CH:7]([CH3:59])[CH2:6][CH2:5][C:4]1=[O:60])[CH3:2].[CH:61](OC)=[O:62]>>[CH2:1]([CH:3]1[CH:29]=[C:28]([CH3:30])[CH2:27][CH:26]([CH3:31])[CH2:25][CH:24]([O:32][CH3:33])[CH:23]2[O:34][C:19]([OH:38])([CH:20]([CH3:37])[CH2:21][CH:22]2[O:35][CH3:36])[C:18](=[O:39])[C:17](=[O:40])[N:16]2[CH:11]([CH2:12][CH2:13][CH2:14][CH2:15]2)[C:10](=[O:41])[O:9][CH:8]([C:42]([CH3:58])=[CH:43][CH:44]2[CH2:49][CH2:48][CH:47]([NH:50][CH:61]=[O:62])[CH:46]([O:51][C:52]3[CH:57]=[CH:56][CH:55]=[CH:54][CH:53]=3)[CH2:45]2)[CH:7]([CH3:59])[CH2:6][CH2:5][C:4]1=[O:60])[CH3:2]. Reaction conditions: temperature 0 celsius, time 1 hour. Reported procedure: The compound 17-ethyl-1-hydroxy-12-[2'-(4"-amino-3"-phenoxycyclohexyl)-1'-methylvinyl]-23,25-dimethoxy-13,19,21,27-tetramethyl-11,28-dioxa-4-azatricyclo[22.3.1.04,9 ]octacos-18-ene-2,3,10,16-tetraone (30 mg) is mixed with methyl formate (0.5 ml) and is stirred at 0° C. for 1 hr. The reaction mixture is allowed to warm to room temperature and then is stirred overnight. The excess methylformate is removed with nitrogen flow and the crude mixture is purified by preparative tlc on silica gel to give... Starting materials: ClC(=O)OCC1=CC=CC=C1 (Benzyl chloroformate), NCCCO (3-aminopropanol), ice water. The solvent is N1=CC=CC=C1 (pyridine). Reaction conditions: time 8 hour. The product is C(C1=CC=CC=C1)OC(=O)NCCCOC(=O)OCC1=CC=CC=C1 (N,O-bis-(benzyloxycarbonyl)-3-aminopropanol). As a reaction SMILES: Cl[C:2]([O:4][CH2:5][C:6]1[CH:11]=[CH:10][CH:9]=[CH:8][CH:7]=1)=[O:3].[NH2:12][CH2:13][CH2:14][CH2:15][OH:16]>N1C=CC=CC=1>[CH2:5]([O:4][C:2]([NH:12][CH2:13][CH2:14][CH2:15][O:16][C:2]([O:4][CH2:5][C:6]1[CH:11]=[CH:10][CH:9]=[CH:8][CH:7]=1)=[O:3])=[O:3])[C:6]1[CH:11]=[CH:10][CH:9]=[CH:8][CH:7]=1. Procedure details: Benzyl chloroformate (47 ml.) was added dropwise to a stirred solution of 3-aminopropanol (11.4 ml) in pyridine (150 ml) at 0°. The mixture was then stirred at room temperature overnight. This was poured into ice-water (300 ml.) and extracted with ethyl acetate (3×200 ml). The organic extract was washed with hydrochloric acid (5m, 3×400 ml), dried with anhydrous sodium carbonate-magnesium sulphate and evaporated to give the desired compound as an oil contaminated with a little dimethylcarbonate ...